The task is: describe an organic reaction: reactants, conditions, products, and yield. This data is from the Open Reaction Database (ORD), a public repository of structured organic reaction records. Starting materials: CN(C)C=O, Fc1ccc(Cl)cc1, [H-], [H][H], [Na+], O, OC1CN(C(c2ccccc2)c2ccccc2)C1. Product: Clc1ccc(OC2CN(C(c3ccccc3)c3ccccc3)C2)cc1. As a reaction SMILES: [CH3:31][N:32]([CH3:33])[CH:34]=[O:35].[Cl:23][c:24]1[cH:25][cH:26][c:27]([F:30])[cH:28][cH:29]1.[H-:1].[H:21][H:22].[Na+:2].[OH2:36].[c:3]1([CH:9]([N:10]2[CH2:11][CH:12]([OH:14])[CH2:13]2)[c:15]2[cH:16][cH:17][cH:18][cH:19][cH:20]2)[cH:4][cH:5][cH:6][cH:7][cH:8]1>>[c:3]1([CH:9]([N:10]2[CH2:11][CH:12]([O:14][c:27]3[cH:26][cH:25][c:24]([Cl:23])[cH:29][cH:28]3)[CH2:13]2)[c:15]2[cH:16][cH:17][cH:18][cH:19][cH:20]2)[cH:4][cH:5][cH:6][cH:7][cH:8]1. The reactants are [H-].[Na+] (Sodium hydride), N1C=NC=C1 (imidazole), CN(C)C=O (DMF), ClCC=1C=NN(C1)C1=CC(=C(C=C1)Cl)Cl (4-chloromethyl-1-(3,4-dichloro-phenyl)-1H-pyrazole). The product is [NH4+].[OH-] (NH4OH), ClC=1C=C(C=CC1Cl)N1N=C(C(=C1)N1C=NC=C1)C (1-(3,4-Dichloro-phenyl)-4-imidazol-1-yl-methyl-1H-pyrazole). The yield is 41.0%. Reported procedure: Sodium hydride (0.24 g of a 55% dispersion in mineral oil, 5.5 mmol) was slowly added to a solution of imidazole (0.19 g, 2.8 mmol) in DMF (15 ml). After 30 min at 60° C. the mixture was cooled in an ice bath and 4-chloromethyl-1-(3,4-dichloro-phenyl)-1H-pyrazole (0.50 g, 1.9 mmol) was added in one portion. The resulting mixture was stirred for 1 h at 20° C. After evaporation of the solvent the residue was dissolved in AcOEt, washed with H2O, dried (Na2SO4) and chromatographed [silica, elution w... RXN SMILES: [H-].[Na+].[NH:3]1[CH:7]=[CH:6][N:5]=[CH:4]1.ClC[C:10]1[CH:11]=[N:12][N:13]([C:15]2[CH:20]=[CH:19][C:18]([Cl:21])=[C:17]([Cl:22])[CH:16]=2)[CH:14]=1.[CH3:23]N(C=[O:27])C>>[NH4+:3].[OH-:27].[Cl:22][C:17]1[CH:16]=[C:15]([N:13]2[CH:14]=[C:10]([N:3]3[CH:7]=[CH:6][N:5]=[CH:4]3)[C:11]([CH3:23])=[N:12]2)[CH:20]=[CH:19][C:18]=1[Cl:21] |f:0.1,5.6|. Run at temperature 60 celsius, time 1 hour. Starting materials: [BH4-], CN(C)c1ccc([N+](=O)[O-])c(C#N)c1, Cl, [Na+], C1CCOC1, O=C(O)C(F)(F)F. Product: CN(C)c1ccc([N+](=O)[O-])c(CN)c1. As a reaction SMILES: [BH4-:8].[CH3:10][N:11]([c:12]1[cH:13][cH:14][c:15]([N+:20](=[O:21])[O-:22])[c:16]([C:17]#[N:18])[cH:19]1)[CH3:23].[ClH:24].[Na+:9].[O:25]1[CH2:26][CH2:27][CH2:28][CH2:29]1.[OH:1][C:2]([C:3]([F:4])([F:5])[F:6])=[O:7]>>[CH3:10][N:11]([c:12]1[cH:13][cH:14][c:15]([N+:20](=[O:21])[O-:22])[c:16]([CH2:17][NH2:18])[cH:19]1)[CH3:23]. Reactants: Cl.Cl.Cl.NC[C@@H](C(=O)OC)N1CCN(CC1)CC1=CC=C(C=C1)F (methyl (S)-3-amino-2-[4-(4-fluorobenzyl)piperazin-1-yl]propanoate trihydrochloride), Cl.CC1=NC2=CC=CC=C2C(=C1)COC1=CC=C(C=C1)S(=O)(=O)Cl (4-(2-methylquinolin-4-ylmethoxy)benzenesulfonyl chloride hydrochloride). The product is FC1=CC=C(CN2CCN(CC2)[C@H](C(=O)OC)CNS(=O)(=O)C2=CC=C(C=C2)OCC2=CC(=NC3=CC=CC=C23)C)C=C1 (methyl (S)-2-[4-(4-fluorobenzyl)piperazin-1-yl]-3-[4-(2-methylquinolin-4-ylmethoxy)benzenesulfonylamino]propanoate). Yield: 44.5%. As a reaction SMILES: Cl.Cl.Cl.[NH2:4][CH2:5][C@H:6]([N:11]1[CH2:16][CH2:15][N:14]([CH2:17][C:18]2[CH:23]=[CH:22][C:21]([F:24])=[CH:20][CH:19]=2)[CH2:13][CH2:12]1)[C:7]([O:9][CH3:10])=[O:8].Cl.[CH3:26][C:27]1[CH:36]=[C:35]([CH2:37][O:38][C:39]2[CH:44]=[CH:43][C:42]([S:45](Cl)(=[O:47])=[O:46])=[CH:41][CH:40]=2)[C:34]2[C:29](=[CH:30][CH:31]=[CH:32][CH:33]=2)[N:28]=1>>[F:24][C:21]1[CH:20]=[CH:19][C:18]([CH2:17][N:14]2[CH2:13][CH2:12][N:11]([C@@H:6]([CH2:5][NH:4][S:45]([C:42]3[CH:43]=[CH:44][C:39]([O:38][CH2:37][C:35]4[C:34]5[C:29](=[CH:30][CH:31]=[CH:32][CH:33]=5)[N:28]=[C:27]([CH3:26])[CH:36]=4)=[CH:40][CH:41]=3)(=[O:46])=[O:47])[C:7]([O:9][CH3:10])=[O:8])[CH2:16][CH2:15]2)=[CH:23][CH:22]=1 |f:0.1.2.3,4.5|. Procedure: In a manner analogous to example 3.6, using 1.5 g (3.7 mmol) of methyl (S)-3-amino-2-[4-(4-fluorobenzyl)piperazin-1-yl]propanoate trihydrochloride and 1.6 g (4.1 mmol) of 4-(2-methylquinolin-4-ylmethoxy)benzenesulfonyl chloride hydrochloride (prepared as described in 17.2), 1.0 g (46%) of methyl (S)-2-[4-(4-fluorobenzyl)piperazin-1-yl]-3-[4-(2-methylquinolin-4-ylmethoxy)benzenesulfonylamino]propanoate is obtained in the form of a white solid. Reaction SMILES: [CH:1](O)=[O:2].C(OC(=O)C)(=O)C.[CH2:11]([O:18][NH:19][CH2:20][C:21]1([C:29]([OH:31])=[O:30])[CH2:26][CH2:25][C:24]([CH3:28])([CH3:27])[CH2:23][CH2:22]1)[C:12]1[CH:17]=[CH:16][CH:15]=[CH:14][CH:13]=1>ClCCl>[CH2:11]([O:18][N:19]([CH2:20][C:21]1([C:29]([OH:31])=[O:30])[CH2:26][CH2:25][C:24]([CH3:28])([CH3:27])[CH2:23][CH2:22]1)[CH:1]=[O:2])[C:12]1[CH:17]=[CH:16][CH:15]=[CH:14][CH:13]=1. Reported procedure: To a cold solution of formic acid (12.8 mL, 0.33 mol) in dichloromethane (50 mL) at 0° C. under a nitrogen atmosphere was added acetic anhydride (4.8 mL, 51 mmol). After 1 h, a solution of 1-(benzyloxyamino-methyl)-4,4-dimethyl-cyclohexanecarboxylic acid from Preparation 30 (5.11 mmol theoretical) in dichloromethane (50 mL) was added. The reaction was stirred at room temperature for 18 h and was concentrated in vacuo. Water (100 mL) was added and the mixture was extracted with dichloromethane (5... Conditions: time 1 hour. Reactants: C(=O)O (formic acid), C(C)(=O)OC(C)=O (acetic anhydride), C(C1=CC=CC=C1)ONCC1(CCC(CC1)(C)C)C(=O)O (1-(benzyloxyamino-methyl)-4,4-dimethyl-cyclohexanecarboxylic acid). Run in ClCCl (dichloromethane), ClCCl (dichloromethane). Yield: 95.0%. Product: C(C1=CC=CC=C1)ON(C=O)CC1(CCC(CC1)(C)C)C(=O)O (1-[(Benzyloxy-Formyl-Amino)-Methyl]-4,4-Dimethyl-Cyclohexanecarboxylic Acid). Starting materials: ClCCl, CS(=O)(=O)c1ccc(C(CC2CCC(=O)C2)C(=O)Cl)cc1Cl, Nc1ccn(CCCO)n1, Cc1cccc(C)n1. The product is CS(=O)(=O)c1ccc(C(CC2CCC(=O)C2)C(=O)Nc2ccn(CCCO)n2)cc1Cl. As a reaction SMILES: [CH2:41]([Cl:42])[Cl:43].[Cl:19][c:20]1[cH:21][c:22]([CH:30]([C:31](=[O:32])[Cl:33])[CH2:34][CH:35]2[CH2:36][C:37](=[O:40])[CH2:38][CH2:39]2)[cH:23][cH:24][c:25]1[S:26](=[O:27])(=[O:28])[CH3:29].[NH2:1][c:2]1[n:3][n:4]([CH2:7][CH2:8][CH2:9][OH:10])[cH:5][cH:6]1.[n:11]1[c:12]([CH3:13])[cH:14][cH:15][cH:16][c:17]1[CH3:18]>>[NH:1]([c:2]1[n:3][n:4]([CH2:7][CH2:8][CH2:9][OH:10])[cH:5][cH:6]1)[C:31]([CH:30]([c:22]1[cH:21][c:20]([Cl:19])[c:25]([S:26](=[O:27])(=[O:28])[CH3:29])[cH:24][cH:23]1)[CH2:34][CH:35]1[CH2:36][C:37](=[O:40])[CH2:38][CH2:39]1)=[O:32]. The reactants are NCCO (2-Aminoethanol), C([O-])([O-])=O.[Na+].[Na+] (sodium carbonate), C(C1=CC=CC=C1)OC(=O)Cl (benzylchloroformate). The solvent is CC(=O)C.O (acetone water). Conditions: temperature 0 celsius, time 2.5 hour. Yields the product C(C1=CC=CC=C1)OC(=O)NCCO (2-benzyloxycarbonylaminoethanol). As a reaction SMILES: [NH2:1][CH2:2][CH2:3][OH:4].C(=O)([O-])[O-].[Na+].[Na+].[CH2:11]([O:18][C:19](Cl)=[O:20])[C:12]1[CH:17]=[CH:16][CH:15]=[CH:14][CH:13]=1>CC(C)=O.O>[CH2:11]([O:18][C:19]([NH:1][CH2:2][CH2:3][OH:4])=[O:20])[C:12]1[CH:17]=[CH:16][CH:15]=[CH:14][CH:13]=1 |f:1.2.3,5.6|. Procedure details: 2-Aminoethanol (20 g.) and sodium carbonate (84.8 g.) is dissolved in acetone-water (1:1) (500 ml.) and benzylchloroformate (83.9 g.) is added dropwise to the stirred solution at 0° C. over a period of 0.5 hours. The mixture is stirred at 0° C. for a further 2.5 hours. The solids are filtered off and washed with acetone and the filtrate is evaporated to dryness. The resulting gum is taken up in chloroform and filtered. The filtrate is evaporated to dryness. The residue is chromatographed on a si... Starting materials: CC(C)([O-])C.[K+] (potassium tert-butoxide), CSC1C2=C(N(C(C3=C1N=CC=C3)=O)C)C=CC(=N2)OC (5,11-dihydro-11-methylthio-2-methoxy-5-methyl-dipyrido[3,2-b:2',3'-e]azepine-6-one), CI (methyl iodide). The solvent is C(C)(=O)OCC (ethyl acetate), CS(=O)C (DMSO). Conditions: time 1 minute. The product is CC1(C2=C(N(C(C3=C1N=CC=C3)=O)C)C=CC(=N2)OC)SC (5,11-dihydro-11-methyl-11-methylthio-2-methoxy-5-methyl-dipyrido[3,2-b:2',3'-e]azepine-6-one). Reaction SMILES: [CH3:1][S:2][CH:3]1[C:9]2[N:10]=[CH:11][CH:12]=[CH:13][C:8]=2[C:7](=[O:14])[N:6]([CH3:15])[C:5]2[CH:16]=[CH:17][C:18]([O:20][CH3:21])=[N:19][C:4]1=2.[CH3:22]C(C)([O-])C.[K+].CI>CS(C)=O.C(OCC)(=O)C>[CH3:22][C:3]1([S:2][CH3:1])[C:9]2[N:10]=[CH:11][CH:12]=[CH:13][C:8]=2[C:7](=[O:14])[N:6]([CH3:15])[C:5]2[CH:16]=[CH:17][C:18]([O:20][CH3:21])=[N:19][C:4]1=2 |f:1.2|. Procedure details: To a solution of 5,11-dihydro-11-methylthio-2-methoxy-5-methyl-dipyrido[3,2-b:2',3'-e]azepine-6-one (0.031 g) in DMSO (0.5 mL) stirred under argon was added potassium tert-butoxide (1M in tetrahydrofuran, 0.012 mL). After 1 minute, methyl iodide (0.05 mL) was added. After 5 minutes the mixture was diluted with ethyl acetate, washed with water, dried, filtered and evaporated. Fractionation of the residue by preparative layer chromatography (developer, ethyl acetate/hexane) gave 5,11-dihydro-11-me... Starting materials: N1(N=CN=C1)CCCO (3-(1,2,4-triazol-1-yl)propan-1-ol), C(C)(C)(C)[Si](C)(C)Cl (tertbutyldimethylsilyl chloride), N1C=NC=C1 (imidazole). Reagents/catalysts: CN(C)C=1C=CN=CC1 (DMAP). The solvent is CN(C)C=O (DMF). Conditions: time 8 hour. Yields the product C(C)(C)(C)[Si](OCCCN1N=CN=C1)(C)C (3-(tertbutyldimethylsilyloxy)-1-(1,2,4-triazol-1-yl)propane). Isolated yield 83.6%. RXN SMILES: [N:1]1([CH2:6][CH2:7][CH2:8][OH:9])[CH:5]=[N:4][CH:3]=[N:2]1.[C:10]([Si:14](Cl)([CH3:16])[CH3:15])([CH3:13])([CH3:12])[CH3:11].N1C=CN=C1>CN(C=O)C.CN(C1C=CN=CC=1)C>[C:10]([Si:14]([CH3:16])([CH3:15])[O:9][CH2:8][CH2:7][CH2:6][N:1]1[CH:5]=[N:4][CH:3]=[N:2]1)([CH3:13])([CH3:12])[CH3:11]. Reported procedure: To a solution of 3-(1,2,4-triazol-1-yl)propan-1-ol (7 g, 55 mmol) in DMF (70 ml) was added tertbutyldimethylsilyl chloride (9.1 g, 60 mmol) followed by DMAP (336 mg, 2.7 mmol) followed by imidazole (4.5gr, 66 mmol). After stirring overnight at ambient temperature, the volatiles were removed under vacuum and the residue was partitioned between water and ethyl acetate/ether. The organic layer was separated, washed with water, brine, dried (MgSO4) and evaporated. The residue was purified by column ... Reactants: ice water, COC=1C=C(C=CC1OC)CC#N ([3,4-bis(methyloxy)phenyl]acetonitrile), CC(C(=O)OCC)C (ethyl 2-methylpropanoate), [O-]CC.[Na+] (sodium ethoxide). The solvent is C(C)O (ethanol). Yields the product COC=1C=C(C=CC1OC)C(C#N)C(C(C)C)=O (2-[3,4-bis(methyloxy)phenyl]-4-methyl-3-oxopentanenitrile). The yield is 30.9%. As a reaction SMILES: [CH3:1][O:2][C:3]1[CH:4]=[C:5]([CH2:11][C:12]#[N:13])[CH:6]=[CH:7][C:8]=1[O:9][CH3:10].[CH3:14][CH:15]([CH3:21])[C:16](OCC)=[O:17].[O-]CC.[Na+]>C(O)C>[CH3:1][O:2][C:3]1[CH:4]=[C:5]([CH:11]([C:16](=[O:17])[CH:15]([CH3:21])[CH3:14])[C:12]#[N:13])[CH:6]=[CH:7][C:8]=1[O:9][CH3:10] |f:2.3|. Procedure: To a mixture of [3,4-bis(methyloxy)phenyl]acetonitrile (2.0 g, 11 mmol) and ethyl 2-methylpropanoate (1.9 mL, 14 mmol) in ethanol (4 mL) was added a sodium ethoxide solution (21%, 8.4 mL, 23 mmol), and the resulting mixture was heated at reflux for 18 hours. After cooling to room temperature, it was poured into a mixture of ice-water (50 mL). This aqueous mixture was washed with dichloromethane (3×20 mL) then acidified to pH 1. The acidified mixture was extracted with ethyl acetate (3×30 mL). Th...